This data is from the Open Reaction Database (ORD), a public repository of structured organic reaction records. The task is: describe an organic reaction: reactants, conditions, products, and yield Starting materials: C(C)(C)(C)OC(=O)N1CCC(CC1)S(=O)(=O)C1=CC=C(C=C1)Br (4-(4-bromo-benzenesulfonyl)-piperidine-1-carboxylic acid tert-butyl ester), C(C)(=O)N (acetamide), CC1(C2=C(C(=CC=C2)P(C3=CC=CC=C3)C4=CC=CC=C4)OC5=C(C=CC=C51)P(C6=CC=CC=C6)C7=CC=CC=C7)C (Xantphos), C([O-])([O-])=O.[Cs+].[Cs+] (cesium carbonate). Reagents/catalysts: C=1C=CC(=CC1)/C=C/C(=O)/C=C/C2=CC=CC=C2.C=1C=CC(=CC1)/C=C/C(=O)/C=C/C2=CC=CC=C2.C=1C=CC(=CC1)/C=C/C(=O)/C=C/C2=CC=CC=C2.[Pd].[Pd] (Pd2(dba)3). Run in O1CCOCC1 (dioxane). Yields the product C(C)(C)(C)OC(=O)N1CCC(CC1)S(=O)(=O)C1=CC=C(C=C1)NC(C)=O (4-(4-Acetylamino-benzenesulfonyl)-piperidine-1-carboxylic acid tert-butyl ester). Isolated yield 82.2%. RXN SMILES: [C:1]([O:5][C:6]([N:8]1[CH2:13][CH2:12][CH:11]([S:14]([C:17]2[CH:22]=[CH:21][C:20](Br)=[CH:19][CH:18]=2)(=[O:16])=[O:15])[CH2:10][CH2:9]1)=[O:7])([CH3:4])([CH3:3])[CH3:2].[C:24]([NH2:27])(=[O:26])[CH3:25].CC1(C)C2C(=C(P(C3C=CC=CC=3)C3C=CC=CC=3)C=CC=2)OC2C(P(C3C=CC=CC=3)C3C=CC=CC=3)=CC=CC1=2.C(=O)([O-])[O-].[Cs+].[Cs+]>O1CCOCC1.C1C=CC(/C=C/C(/C=C/C2C=CC=CC=2)=O)=CC=1.C1C=CC(/C=C/C(/C=C/C2C=CC=CC=2)=O)=CC=1.C1C=CC(/C=C/C(/C=C/C2C=CC=CC=2)=O)=CC=1.[Pd].[Pd]>[C:1]([O:5][C:6]([N:8]1[CH2:13][CH2:12][CH:11]([S:14]([C:17]2[CH:22]=[CH:21][C:20]([NH:27][C:24](=[O:26])[CH3:25])=[CH:19][CH:18]=2)(=[O:16])=[O:15])[CH2:10][CH2:9]1)=[O:7])([CH3:4])([CH3:3])[CH3:2] |f:3.4.5,7.8.9.10.11|. Procedure details: A mixture of 4-(4-bromo-benzenesulfonyl)-piperidine-1-carboxylic acid tert-butyl ester (4 g, 9.92 mmol), acetamide (0.88 g, 14.9 mmol), Pd2(dba)3 (0.46 g, 0.49 mmol), Xantphos (0.56 g, 0.99 mmol) and cesium carbonate (9.7 g, 29.8 mmol) were suspended in dioxane (60 mL) and heated at reflux under the argon atmosphere for 4 h. The reaction mixture was cooled to room temperature and poured onto ice. Resulting yellow solids collected by filtration and dried. Crude product was purified by flash chrom... Starting materials: Oc1ccccc1Cl, Cc1cc(Nc2cc3ccccc3c(Cl)n2)n[nH]1. The product is Cc1cc(Nc2cc3ccccc3c(Oc3ccccc3Cl)n2)n[nH]1. Reaction SMILES: [Cl:1][c:2]1[c:3]([OH:8])[cH:4][cH:5][cH:6][cH:7]1.[Cl:9][c:10]1[n:11][c:12]([NH:20][c:21]2[n:22][nH:23][c:24]([CH3:26])[cH:25]2)[cH:13][c:14]2[cH:15][cH:16][cH:17][cH:18][c:19]12>>[Cl:1][c:2]1[c:3]([O:8][c:10]2[n:11][c:12]([NH:20][c:21]3[n:22][nH:23][c:24]([CH3:26])[cH:25]3)[cH:13][c:14]3[cH:15][cH:16][cH:17][cH:18][c:19]23)[cH:4][cH:5][cH:6][cH:7]1.